Dataset: the Open Reaction Database (ORD), a public repository of structured organic reaction records. Task: describe an organic reaction: reactants, conditions, products, and yield Reactants: CC=1NC2=CC=C(C=C2C1)N (2-methyl-1H-indol-5-ylamine), N1(CCOCC1)CCNC(=O)C1=CC2=NC=CC(=C2S1)Cl (7-chloro-thieno[3,2-b]pyridine-2-carboxylic acid (2-morpholin-4-yl-ethyl)-amide). Yields the product N1(CCOCC1)CCNC(=O)C1=CC2=NC=CC(=C2S1)NC=1C=C2C=C(NC2=CC1)C (7-(2-Methyl-1H-indol-5-ylamino)-thieno[3,2-b]pyridine-2-carboxylic acid (2-morpholin-4-yl-ethyl)-amide). Reaction SMILES: [CH3:1][C:2]1[NH:3][C:4]2[C:9]([CH:10]=1)=[CH:8][C:7]([NH2:11])=[CH:6][CH:5]=2.[N:12]1([CH2:18][CH2:19][NH:20][C:21]([C:23]2[S:31][C:30]3[C:25](=[N:26][CH:27]=[CH:28][C:29]=3Cl)[CH:24]=2)=[O:22])[CH2:17][CH2:16][O:15][CH2:14][CH2:13]1>>[N:12]1([CH2:18][CH2:19][NH:20][C:21]([C:23]2[S:31][C:30]3[C:25](=[N:26][CH:27]=[CH:28][C:29]=3[NH:11][C:7]3[CH:8]=[C:9]4[C:4](=[CH:5][CH:6]=3)[NH:3][C:2]([CH3:1])=[CH:10]4)[CH:24]=2)=[O:22])[CH2:17][CH2:16][O:15][CH2:14][CH2:13]1. Procedure: The title compound was prepared from 2-methyl-1H-indol-5-ylamine and 7-chloro-thieno[3,2-b]pyridine-2-carboxylic acid (2-morpholin-4-yl-ethyl)-amide by a procedure analogous to Example 1C. MS: 436 (MH+); HPLC Rf: 3.45 min.; HPLC purity 94%. The reactants are C(#N)C1=CC=C(C=C1)CC(=O)OCC (ethyl 4-cyanobenzeneacetate), [OH-].[K+] (KOH). The solvent is CC(C)(C)O (2-methylpropan-2-ol), [Na+].[Cl-] (NaCl). Product: NC(=O)C1=CC=C(C=C1)CC(=O)O (4-(Aminocarbonyl)benzeneacetic acid). RXN SMILES: [C:1]([C:3]1[CH:8]=[CH:7][C:6]([CH2:9][C:10]([O:12]CC)=[O:11])=[CH:5][CH:4]=1)#[N:2].[OH-:15].[K+]>CC(O)(C)C.[Na+].[Cl-]>[NH2:2][C:1]([C:3]1[CH:8]=[CH:7][C:6]([CH2:9][C:10]([OH:12])=[O:11])=[CH:5][CH:4]=1)=[O:15] |f:1.2,4.5|. Procedure: A mixture of ethyl 4-cyanobenzeneacetate (1.9 g) and freshly ground KOH (2.8 g) in 2-methylpropan-2-ol (20 ml) was heated under gentle reflux for 20 min. The resulting mixture was cooled, diluted with 50% saturated NaCl solution (50 ml), washed with CHCl3 (4×50 ml), and acidified with 2M hydrochloric acid (25 ml) to precipitate the title compound (1.65 g) as a fine white solid m.p. 226°-227°. The reactants are ClC1=CC(=C2C(=N1)N(C=C2)COCC[Si](C)(C)C)OC2=C1C=CC=C(C1=CC=C2)C(=O)O (5-(6-chloro-1-((2-(trimethylsilyl)ethoxy)methyl)-1H-pyrrolo[2,3-b]pyridin-4-yloxy)-1-naphthoic acid), FC(C=1C=C(C=CC1)N)(F)F (3-(trifluoromethyl)benzenamine). Product: ClC1=CC(=C2C(=N1)N(C=C2)COCC[Si](C)(C)C)OC2=C1C=CC=C(C1=CC=C2)C(=O)NC2=CC(=CC=C2)C(F)(F)F (5-(6-chloro-1-((2-(trimethylsilyl)ethoxy)methyl)-1H-pyrrolo[2,3-b]pyridin-4-yloxy)-N-(3-(trifluoromethyl)phenyl)-1-naphthamide). Yield: 88.4%. Reaction SMILES: [Cl:1][C:2]1[N:7]=[C:6]2[N:8]([CH2:11][O:12][CH2:13][CH2:14][Si:15]([CH3:18])([CH3:17])[CH3:16])[CH:9]=[CH:10][C:5]2=[C:4]([O:19][C:20]2[CH:29]=[CH:28][CH:27]=[C:26]3[C:21]=2[CH:22]=[CH:23][CH:24]=[C:25]3[C:30](O)=[O:31])[CH:3]=1.[F:33][C:34]([F:43])([F:42])[C:35]1[CH:36]=[C:37]([NH2:41])[CH:38]=[CH:39][CH:40]=1>>[Cl:1][C:2]1[N:7]=[C:6]2[N:8]([CH2:11][O:12][CH2:13][CH2:14][Si:15]([CH3:17])([CH3:18])[CH3:16])[CH:9]=[CH:10][C:5]2=[C:4]([O:19][C:20]2[CH:29]=[CH:28][CH:27]=[C:26]3[C:21]=2[CH:22]=[CH:23][CH:24]=[C:25]3[C:30]([NH:41][C:37]2[CH:38]=[CH:39][CH:40]=[C:35]([C:34]([F:33])([F:42])[F:43])[CH:36]=2)=[O:31])[CH:3]=1. Procedure: 5-(6-chloro-1-((2-(trimethylsilyl)ethoxy)methyl)-1H-pyrrolo[2,3-b]pyridin-4-yloxy)-N-(3-(trifluoromethyl)phenyl)-1-naphthamide (92 mg, 88% yield) was prepared as described for Example 11-D starting from 5-(6-chloro-1-((2-(trimethylsilyl)ethoxy)methyl)-1H-pyrrolo[2,3-b]pyridin-4-yloxy)-1-naphthoic acid (80 mg, 0.17 mmol) and 3-(trifluoromethyl)benzenamine (55 mg, 0.34 mmol). MS m/z: 612 [M+1]. Starting materials: ClC1=C(C=NC2=CC=C(C=C12)[N+](=O)[O-])C#N (4-chloro-6-nitro-3-quinolinecarbonitrile), FC=1C=C(N)C=CC1F (3,4-difluoroaniline), C (Darco). Run in C(C)O (ethanol). Yields the product FC=1C=C(C=CC1F)NC1=C(C=NC2=CC=C(C=C12)[N+](=O)[O-])C#N (4-[(3,4-Difluorophenyl)amino]-6-nitro-3-quinolinecarbonitrile). Yield: 71.6%. RXN SMILES: Cl[C:2]1[C:11]2[C:6](=[CH:7][CH:8]=[C:9]([N+:12]([O-:14])=[O:13])[CH:10]=2)[N:5]=[CH:4][C:3]=1[C:15]#[N:16].[F:17][C:18]1[CH:19]=[C:20]([CH:22]=[CH:23][C:24]=1[F:25])[NH2:21].C>C(O)C>[F:17][C:18]1[CH:19]=[C:20]([NH:21][C:2]2[C:11]3[C:6](=[CH:7][CH:8]=[C:9]([N+:12]([O-:14])=[O:13])[CH:10]=3)[N:5]=[CH:4][C:3]=2[C:15]#[N:16])[CH:22]=[CH:23][C:24]=1[F:25]. Procedure details: A mixture of 5.00 g (21.5 mmol) 4-chloro-6-nitro-3-quinolinecarbonitrile, 250 ml ethanol and 2.55 ml (25.8 mmol) 3,4-difluoroaniline was heated to reflux under N2. Removed heat at 3.5 hours and made basic with saturated sodium bicarbonate. Stripped solvents and azeotroped with ethanol. Slurried residue with hexane, collected solids and air dried. Washed with water and dried in vacuo. Dissolved in ethyl acetate, stirred with Darco, filtered, stripped solvent and dried in vacuo, giving ethyl aceta... Yield: 91.4%. Reactants: COC(CNC(=O)C1=CC2=C(N(C(=N2)NC=2SC3=C(N2)C=CC(=C3)Cl)C)C=C1)OC (2-(6-chloro-benzothiazol-2-ylamino)-1-methyl-1H-benzoimidazole-5-carboxylic acid (2,2-dimethoxy-ethyl)-amide). The product is O=CCNC(=O)C1=CC2=C(N(C(=N2)NC=2SC3=C(N2)C=CC(=C3)Cl)C)C=C1 (2-(6-Chloro-benzothiazol-2-ylamino)-1-methyl-1H-benzoimidazole-5-carboxylic acid (2-oxo-ethyl)-amide). Run in Cl.O1CCOCC1 (HCl dioxane). Run at temperature 50 celsius. Procedure details: 2-(6-Chloro-benzothiazol-2-ylamino)-1-methyl-1H-benzoimidazole-5-carboxylic acid (2-oxo-ethyl)-amide (574 mg) was prepared starting from 2-(6-chloro-benzothiazol-2-ylamino)-1-methyl-1H-benzoimidazole-5-carboxylic acid (2,2-dimethoxy-ethyl)-amide (700 mg) in 4M HCl-dioxane (3 mL). The reaction was heated to 50° C. for 5 h. The solvent was evaporated to give crude product. RXN SMILES: C[O:2][CH:3](OC)[CH2:4][NH:5][C:6]([C:8]1[CH:28]=[CH:27][C:11]2[N:12]([CH3:26])[C:13]([NH:15][C:16]3[S:17][C:18]4[CH:24]=[C:23]([Cl:25])[CH:22]=[CH:21][C:19]=4[N:20]=3)=[N:14][C:10]=2[CH:9]=1)=[O:7]>Cl.O1CCOCC1>[O:2]=[CH:3][CH2:4][NH:5][C:6]([C:8]1[CH:28]=[CH:27][C:11]2[N:12]([CH3:26])[C:13]([NH:15][C:16]3[S:17][C:18]4[CH:24]=[C:23]([Cl:25])[CH:22]=[CH:21][C:19]=4[N:20]=3)=[N:14][C:10]=2[CH:9]=1)=[O:7] |f:1.2|. Reactants: FC(S(=O)(=O)OC1=CC2=CC=C(C=C2C=C1)C1=CC(=C(C(=C1)F)F)F)(F)F (6-(3,4,5-trifluorophenyl)naphthalene-2-yl trifluoromethanesulfonate), C(#C)C1CCC(CC1)CCC (1-ethynyl-4-propylcyclohexane), CN(C=O)C (N,N-dimethylformamide), O (water). The reagents and catalysts are C=1C=CC(=CC1)[P](C=2C=CC=CC2)(C=3C=CC=CC3)[Pd]([P](C=4C=CC=CC4)(C=5C=CC=CC5)C=6C=CC=CC6)([P](C=7C=CC=CC7)(C=8C=CC=CC8)C=9C=CC=CC9)[P](C=1C=CC=CC1)(C=1C=CC=CC1)C=1C=CC=CC1 (tetrakis(triphenylphosphine)palladium), [Cu](I)I (copper iodide). Solvent: C(C)N(CC)CC (triethylamine). Conditions: temperature 50 celsius, time 3 hour. The product is C(CC)[C@@H]1CC[C@H](CC1)C#CC1=CC=CC2=CC(=CC=C12)C1=CC(=C(C(=C1)F)F)F (2-(trans-4-propylcyclohexyl)ethynyl-6-(3,4,5-trifluorophenyl)naphthalene). As a reaction SMILES: FC(F)(F)S(O[C:7]1[CH:16]=[CH:15][C:14]2[C:9](=[CH:10][CH:11]=[C:12]([C:17]3[CH:22]=[C:21]([F:23])[C:20]([F:24])=[C:19]([F:25])[CH:18]=3)[CH:13]=2)C=1)(=O)=O.[C:28]([CH:30]1[CH2:35][CH2:34][CH:33]([CH2:36][CH2:37][CH3:38])[CH2:32][CH2:31]1)#[CH:29].O.[CH3:40]N(C)C=O>C(N(CC)CC)C.C1C=CC([P]([Pd]([P](C2C=CC=CC=2)(C2C=CC=CC=2)C2C=CC=CC=2)([P](C2C=CC=CC=2)(C2C=CC=CC=2)C2C=CC=CC=2)[P](C2C=CC=CC=2)(C2C=CC=CC=2)C2C=CC=CC=2)(C2C=CC=CC=2)C2C=CC=CC=2)=CC=1.[Cu](I)I>[CH2:28]([C@H:30]1[CH2:35][CH2:34][C@H:33]([C:36]#[C:37][C:38]2[C:9]3[C:14](=[CH:13][C:12]([C:17]4[CH:18]=[C:19]([F:25])[C:20]([F:24])=[C:21]([F:23])[CH:22]=4)=[CH:11][CH:10]=3)[CH:15]=[CH:16][CH:7]=2)[CH2:32][CH2:31]1)[CH2:29][CH3:40] |^1:55,57,76,95|. Reported procedure: 25.0 g of 6-(3,4,5-trifluorophenyl)naphthalene-2-yl trifluoromethanesulfonate and 1-ethynyl-4-propylcyclohexane were dissolved in a mixture of 125 ml of N,N-dimethylformamide and 25 ml of triethylamine. To the solution were then added 0.7 g of tetrakis(triphenylphosphine)palladium and 0.2 g of copper iodide (I). The reaction mixture was then stirred at a temperature of 50° C. for 3 hours. The reaction solution was then allowed to cool to room temperature. To the reaction solution was then added ... Starting materials: C(C)(C)N=C=NC(C)C (N,N′-Diisopropylcarbodiimide), FC1=CC=C(C=C1)C1(CCCCC1)COCC(=O)O (2-((1-(4-fluorophenyl)cyclohexyl)methoxy)acetic acid), C(C)(C)(C)OC(=O)C1CN(C1)CC1=CC=C(C=C1)C(N)=NO (tert-butyl-1-(4-(N′-hydroxycarbamimidoyl)benzyl)azetidine-3-carboxylate), solution, [F-].C(CCC)[N+](CCCC)(CCCC)CCCC (tetra-n-butylammonium fluoride). The solvent is ClCCl (dichloromethane). Run at time 40 minute. Yields the product FC1=CC=C(C=C1)C1(CCCCC1)COCC1=NC(=NO1)C1=CC=C(CN2CC(C2)C(=O)OC(C)(C)C)C=C1 (tert-butyl 1-(4-(5-(((1-(4-fluorophenyl)cyclohexyl)methoxy)methyl)-1,2,4-oxadiazol-3-yl)benzyl)azetidine-3-carboxylate). Yield: 63.6%. As a reaction SMILES: C(N=C=NC(C)C)(C)C.[F:10][C:11]1[CH:16]=[CH:15][C:14]([C:17]2([CH2:23][O:24][CH2:25][C:26]([OH:28])=O)[CH2:22][CH2:21][CH2:20][CH2:19][CH2:18]2)=[CH:13][CH:12]=1.[C:29]([O:33][C:34]([CH:36]1[CH2:39][N:38]([CH2:40][C:41]2[CH:46]=[CH:45][C:44]([C:47](=[N:49]O)[NH2:48])=[CH:43][CH:42]=2)[CH2:37]1)=[O:35])([CH3:32])([CH3:31])[CH3:30].[F-].C([N+](CCCC)(CCCC)CCCC)CCC>ClCCl>[F:10][C:11]1[CH:12]=[CH:13][C:14]([C:17]2([CH2:23][O:24][CH2:25][C:26]3[O:28][N:49]=[C:47]([C:44]4[CH:43]=[CH:42][C:41]([CH2:40][N:38]5[CH2:37][CH:36]([C:34]([O:33][C:29]([CH3:30])([CH3:32])[CH3:31])=[O:35])[CH2:39]5)=[CH:46][CH:45]=4)[N:48]=3)[CH2:18][CH2:19][CH2:20][CH2:21][CH2:22]2)=[CH:15][CH:16]=1 |f:3.4|. Reported procedure: N,N′-Diisopropylcarbodiimide (17 mg, 135 μmol) was added to a stirred solution of crude 2-((1-(4-fluorophenyl)cyclohexyl)methoxy)acetic acid (30 mg, 113 μmol) and tert-butyl-1-(4-(N′-hydroxycarbamimidoyl)benzyl)azetidine-3-carboxylate (34 mg, 113 μmol) in dichloromethane (1.5 mL). The reaction mixture was stirred at room temperature for 40 min and concentrated. The residue was diluted with acetonitrile (1.5 mL) and treated with a 1 M solution of tetra-n-butylammonium fluoride (113 μL, 113 μmol).... RXN SMILES: [BH4-:26].[Br:1][c:2]1[c:3]([CH2:4][c:5]2[cH:6][cH:7][c:8]3[c:9]([cH:20]2)[N:10]([C:14](=[O:15])[C:16]([F:17])([F:18])[F:19])[CH2:11][CH2:12][O:13]3)[cH:21][c:22]([I:25])[cH:23][cH:24]1.[CH2:30]1[O:31][CH2:32][CH2:33][CH2:34]1.[CH3:28][OH:29].[Na+:27]>>[Br:1][c:2]1[c:3]([CH2:4][c:5]2[cH:6][cH:7][c:8]3[c:9]([cH:20]2)[NH:10][CH2:11][CH2:12][O:13]3)[cH:21][c:22]([I:25])[cH:23][cH:24]1. Reactants: [BH4-], O=C(N1CCOc2ccc(Cc3cc(I)ccc3Br)cc21)C(F)(F)F, C1CCOC1, CO, [Na+]. Yields the product Brc1ccc(I)cc1Cc1ccc2c(c1)NCCO2. As a reaction SMILES: [CH3:24][CH2:25][OH:26].[Cl:1][c:2]1[c:3]([N:11]2[CH2:12][CH2:13][N:14]([C:17](=[O:18])[O:19][C:20]([CH3:21])([CH3:22])[CH3:23])[CH2:15][CH2:16]2)[cH:4][cH:5][c:6]([N+:8]([O-:9])=[O:10])[cH:7]1>>[Cl:1][c:2]1[c:3]([N:11]2[CH2:12][CH2:13][N:14]([C:17](=[O:18])[O:19][C:20]([CH3:21])([CH3:22])[CH3:23])[CH2:15][CH2:16]2)[cH:4][cH:5][c:6]([NH2:8])[cH:7]1. Product: CC(C)(C)OC(=O)N1CCN(c2ccc(N)cc2Cl)CC1. The reactants are CCO, CC(C)(C)OC(=O)N1CCN(c2ccc([N+](=O)[O-])cc2Cl)CC1. Starting materials: ClCCl, O=[Cr](=O)([O-])Cl, CC(C)C(=O)NC1CCC(O)CC1, c1cc[nH+]cc1. The product is CC(C)C(=O)NC1CCC(=O)CC1. Reaction SMILES: [Cl:25][CH2:26][Cl:27].[O:1]=[Cr:2]([Cl:3])([O-:4])=[O:5].[OH:12][CH:13]1[CH2:14][CH2:15][CH:16]([NH:19][C:20]([CH:21]([CH3:22])[CH3:23])=[O:24])[CH2:17][CH2:18]1.[nH+:6]1[cH:7][cH:8][cH:9][cH:10][cH:11]1>>[O:12]=[C:13]1[CH2:14][CH2:15][CH:16]([NH:19][C:20]([CH:21]([CH3:22])[CH3:23])=[O:24])[CH2:17][CH2:18]1.